From a dataset of the Open Reaction Database (ORD), a public repository of structured organic reaction records. describe an organic reaction: reactants, conditions, products, and yield Reactants: CS(C)=O, CC(C)(C)OC(=O)Nc1sc(-c2c(F)cccc2F)nc1C(=O)Nc1cnn(CCN2CCCCC2)c1. Product: Nc1sc(-c2c(F)cccc2F)nc1C(=O)Nc1cnn(CCN2CCCCC2)c1. As a reaction SMILES: [CH3:38][S:39]([CH3:40])=[O:41].[F:1][c:2]1[c:3](-[c:9]2[s:10][c:11]([NH:30][C:31](=[O:32])[O:33][C:34]([CH3:35])([CH3:36])[CH3:37])[c:12]([C:14]([NH:15][c:16]3[cH:17][n:18][n:19]([CH2:21][CH2:22][N:23]4[CH2:24][CH2:25][CH2:26][CH2:27][CH2:28]4)[cH:20]3)=[O:29])[n:13]2)[c:4]([F:8])[cH:5][cH:6][cH:7]1>>[F:1][c:2]1[c:3](-[c:9]2[s:10][c:11]([NH2:30])[c:12]([C:14]([NH:15][c:16]3[cH:17][n:18][n:19]([CH2:21][CH2:22][N:23]4[CH2:24][CH2:25][CH2:26][CH2:27][CH2:28]4)[cH:20]3)=[O:29])[n:13]2)[c:4]([F:8])[cH:5][cH:6][cH:7]1. Reactants: C1COCCO1, CNC(=O)Nc1ccc(B2OC(C)(C)C(C)(C)O2)cc1, CO, CC(C)(C(=O)O)N1C(=O)C2(C)COCCN2c2nc(Cl)ncc21, Cl, [Li+], [Na+], O=C([O-])O, [OH-], O, O. The product is CNC(=O)Nc1ccc(-c2ncc3c(n2)N2CCOCC2(C)C(=O)N3C(C)(C)C(=O)O)cc1. RXN SMILES: [CH2:56]1[O:57][CH2:58][CH2:59][O:60][CH2:61]1.[CH3:24][NH:25][C:26](=[O:27])[NH:28][c:29]1[cH:30][cH:31][c:32]([B:35]2[O:36][C:37]([CH3:38])([CH3:39])[C:40]([CH3:41])([CH3:42])[O:43]2)[cH:33][cH:34]1.[CH3:54][OH:55].[Cl:1][c:2]1[n:3][c:4]2[c:9]([cH:10][n:11]1)[N:8]([C:12]([C:13](=[O:14])[OH:15])([CH3:16])[CH3:17])[C:7](=[O:18])[C:6]1([CH3:23])[N:5]2[CH2:22][CH2:21][O:20][CH2:19]1.[ClH:52].[Li+:50].[Na+:48].[O-:44][C:45]([OH:46])=[O:47].[OH-:49].[OH2:51].[OH2:53]>>[c:2]1(-[c:32]2[cH:31][cH:30][c:29]([NH:28][C:26]([NH:25][CH3:24])=[O:27])[cH:34][cH:33]2)[n:3][c:4]2[c:9]([cH:10][n:11]1)[N:8]([C:12]([C:13](=[O:14])[OH:15])([CH3:16])[CH3:17])[C:7](=[O:18])[C:6]1([CH3:23])[N:5]2[CH2:22][CH2:21][O:20][CH2:19]1.